From a dataset of the Open Reaction Database (ORD), a public repository of structured organic reaction records. describe an organic reaction: reactants, conditions, products, and yield Starting materials: CN(/C=C/C(=O)C1=NN(C=CC1=O)C=1C=C(C=CC1)S(=O)(=O)N(CC)CC)C (3-[3-((E)-3-Dimethylamino-acryloyl)-4-oxo-4H-pyridazin-1-yl]-N,N-diethyl-benzenesulfonamide), FC1=C(C=CC=C1)NN (2-fluoro-phenylhydrazine). The product is C(C)N(S(=O)(=O)C1=CC(=CC=C1)N1N=C(C(C=C1)=O)C=1N(N=CC1)C1=C(C=CC=C1)F)CC (N,N-Diethyl-3-{3-[2-(2-fluoro-phenyl)-2H-pyrazol-3-yl]-4-oxo-4H-pyridazin-1-yl}-benzenesulfonamide). Reaction SMILES: CN(C)/[CH:3]=[CH:4]/[C:5]([C:7]1[C:12](=[O:13])[CH:11]=[CH:10][N:9]([C:14]2[CH:15]=[C:16]([S:20]([N:23]([CH2:26][CH3:27])[CH2:24][CH3:25])(=[O:22])=[O:21])[CH:17]=[CH:18][CH:19]=2)[N:8]=1)=O.[F:29][C:30]1[CH:35]=[CH:34][CH:33]=[CH:32][C:31]=1[NH:36][NH2:37]>>[CH2:24]([N:23]([CH2:26][CH3:27])[S:20]([C:16]1[CH:17]=[CH:18][CH:19]=[C:14]([N:9]2[CH:10]=[CH:11][C:12](=[O:13])[C:7]([C:5]3[N:36]([C:31]4[CH:32]=[CH:33][CH:34]=[CH:35][C:30]=4[F:29])[N:37]=[CH:3][CH:4]=3)=[N:8]2)[CH:15]=1)(=[O:22])=[O:21])[CH3:25]. Procedure: The product was obtained starting from 3-[3-((E)-3-Dimethylamino-acryloyl)-4-oxo-4H-pyridazin-1-yl]-N,N-diethyl-benzenesulfonamide (A-21) and 2-fluoro-phenylhydrazine according to the method described for example 91. MS: M=468.2 (M+H)+ Reactants: solution, CN (methylamine), C(C)O (ethanol), COC=1C=C2C=CC(=CC2=CC1)C=O (6-methoxy-naphthalene-2-carbaldehyde), S(=O)(=O)([O-])[O-].[Mg+2] (magnesium sulfate). The solvent is C(Cl)Cl (methylene chloride), C(Cl)Cl (methylene chloride). Run at time 17 hour. The product is COC=1C=C2C=CC(=CC2=CC1)C=NC ((6-methoxy-naphthalen-2-ylmethylene)-methyl-amine). Isolated yield 96.0%. As a reaction SMILES: [CH3:1][NH2:2].C(O)C.[CH3:6][O:7][C:8]1[CH:9]=[C:10]2[C:15](=[CH:16][CH:17]=1)[CH:14]=[C:13]([CH:18]=O)[CH:12]=[CH:11]2.S([O-])([O-])(=O)=O.[Mg+2]>C(Cl)Cl>[CH3:6][O:7][C:8]1[CH:9]=[C:10]2[C:15](=[CH:16][CH:17]=1)[CH:14]=[C:13]([CH:18]=[N:2][CH3:1])[CH:12]=[CH:11]2 |f:3.4|. Reported procedure: A mixture of an 8.03M solution of methylamine in ethanol (67 mL, 537 mmol) and 50 mL of methylene chloride was added dropwise under nitrogen to a mixture of 6-methoxy-naphthalene-2-carbaldehyde (20 g, 107.4 mmol), magnesium sulfate (20 g) and 200 mL of methylene chloride. The mixture stirred at room temperature under nitrogen for 17 h. The MgSO4 was removed by filtration and the solvent was removed under reduced pressure to give (6-methoxy-naphthalen-2-ylmethylene)-methyl-amine (20.59 g, 96%) as... Reported procedure: A solution of 10.0 g (39.4 mmol) of 2-methyl-11-oxo-11H-pyrido[2,1-b]quinazoline-8-carboxylic acid and 78.8 ml of 1 N. NaOH in 500 ml of H2O was heated at reflux for 16 hours. The reaction mixture was evaporated to give a white powder which was triturated with hot EtOH giving the analytical sample upon filtration and drying; yield, 8.25 g (66.5%) mp 348.5° dec. Yields the product C(=O)(O)C1=C(NC2=NC=C(C(=O)O)C=C2)C=CC(=C1)C (6-(2-Carboxy 4-methylanilino)nicotinic acid). Starting materials: CC=1C=C2C(N3C(=NC2=CC1)C=CC(=C3)C(=O)O)=O (2-methyl-11-oxo-11H-pyrido[2,1-b]quinazoline-8-carboxylic acid), [OH-].[Na+] (NaOH). Run in O (H2O). RXN SMILES: [CH3:1][C:2]1[CH:3]=[C:4]2[C:9](=[CH:10][CH:11]=1)[N:8]=[C:7]1[CH:12]=[CH:13][C:14]([C:16]([OH:18])=[O:17])=[CH:15][N:6]1[C:5]2=[O:19].[OH-:20].[Na+]>O>[C:5]([C:4]1[CH:3]=[C:2]([CH3:1])[CH:11]=[CH:10][C:9]=1[NH:8][C:7]1[CH:12]=[CH:13][C:14]([C:16]([OH:18])=[O:17])=[CH:15][N:6]=1)([OH:19])=[O:20] |f:1.2|. As a reaction SMILES: [CH3:1][C:2]([CH3:3])([O-:4])[CH3:5].[CH3:21][CH2:22][O:23][C:24]([CH3:25])=[O:26].[CH3:27][S:28]([CH3:29])=[O:30].[F:7][c:8]1[c:9]([F:16])[cH:10][c:11]([F:15])[c:12]([F:14])[cH:13]1.[K+:6].[OH:17][CH2:18][CH2:19][OH:20]>>[c:8]1([O:17][CH2:18][CH2:19][OH:20])[c:9]([F:16])[cH:10][c:11]([F:15])[c:12]([F:14])[cH:13]1. Starting materials: CC(C)(C)[O-], CCOC(C)=O, CS(C)=O, Fc1cc(F)c(F)cc1F, [K+], OCCO. The product is OCCOc1cc(F)c(F)cc1F. RXN SMILES: [CH3:1][NH:2][CH2:3][CH2:4][N:5]([CH2:11][C:12]1[CH:13]=[C:14]([CH:48]=[CH:49][CH:50]=1)[C:15]([NH:17][C:18]1[S:19][C:20]2[CH2:47][CH2:46][CH2:45][CH2:44][C:21]=2[C:22]=1[C:23]([NH:25][C:26]1[CH:31]=[CH:30][C:29]([CH2:32][CH2:33][C:34]2[CH:43]=[CH:42][C:37]([C:38]([O:40][CH3:41])=[O:39])=[CH:36][CH:35]=2)=[CH:28][CH:27]=1)=[O:24])=[O:16])[CH:6]([CH2:9][CH3:10])[CH2:7][CH3:8].Br[CH2:52][C:53]1[CH:54]=[C:55]([CH:60]=[CH:61][CH:62]=1)[C:56]([O:58][CH3:59])=[O:57]>>[CH3:41][O:40][C:38]([C:37]1[CH:36]=[CH:35][C:34]([CH2:33][CH2:32][C:29]2[CH:30]=[CH:31][C:26]([NH:25][C:23]([C:22]3[C:21]4[CH2:44][CH2:45][CH2:46][CH2:47][C:20]=4[S:19][C:18]=3[NH:17][C:15]([C:14]3[CH:13]=[C:12]([CH:50]=[CH:49][CH:48]=3)[CH2:11][N:5]([CH:6]([CH2:7][CH3:8])[CH2:9][CH3:10])[CH2:4][CH2:3][N:2]([CH2:52][C:53]3[CH:54]=[C:55]([CH:60]=[CH:61][CH:62]=3)[C:56]([O:58][CH3:59])=[O:57])[CH3:1])=[O:16])=[O:24])=[CH:27][CH:28]=2)=[CH:43][CH:42]=1)=[O:39]. Yields the product COC(=O)C1=CC=C(C=C1)CCC1=CC=C(C=C1)NC(=O)C1=C(SC2=C1CCCC2)NC(=O)C=2C=C(CN(CCN(C)CC=1C=C(C(=O)OC)C=CC1)C(CC)CC)C=CC2 (methyl 3-{[(2-{[3-({3-[(4-{2-[4-(methoxycarbonyl)phenyl]ethyl}phenyl)carbamoyl]-4,5,6,7-tetrahydro-1-benzothiophen-2-yl}carbamoyl)benzyl](pentan-3-yl)amino}ethyl)(methyl)amino]methyl}benzoate). Procedure details: By using 200 mg of methyl 4-[2-(4-{[(2-{[3-({[2-(methylamino)ethyl](pentan-3-yl)amino}methyl)benzoyl]amino}-4,5,6,7-tetrahydro-1-benzothiophen-3-yl)carbonyl]amino}phenyl)ethyl]benzoate and 79 mg of methyl 3-(bromomethyl)benzoate, the reaction similar to Preparation Example 30 was performed, thereby obtaining 220 mg of methyl 3-{[(2-{[3-({3-[(4-{2-[4-(methoxycarbonyl)phenyl]ethyl}phenyl)carbamoyl]-4,5,6,7-tetrahydro-1-benzothiophen-2-yl}carbamoyl)benzyl](pentan-3-yl)amino}ethyl)(methyl)amino]meth... Reactants: CNCCN(C(CC)CC)CC=1C=C(C(=O)NC=2SC3=C(C2C(=O)NC2=CC=C(C=C2)CCC2=CC=C(C(=O)OC)C=C2)CCCC3)C=CC1 (methyl 4-[2-(4-{[(2-{[3-({[2-(methylamino)ethyl](pentan-3-yl)amino}methyl)benzoyl]amino}-4,5,6,7-tetrahydro-1-benzothiophen-3-yl)carbonyl]amino}phenyl)ethyl]benzoate), BrCC=1C=C(C(=O)OC)C=CC1 (methyl 3-(bromomethyl)benzoate). Isolated yield 90.7%.